This data is from the Open Reaction Database (ORD), a public repository of structured organic reaction records. The task is: describe an organic reaction: reactants, conditions, products, and yield Reactants: FC1=CC=C(CC2=C(N=C(S2)N)C2=CC=C(C=C2)OC)C=C1 (5-(4-fluoro-benzyl)-4-(4-methoxy-phenyl)-thiazol-2-ylamine), C(#N)C1=CC=C(C(=O)Cl)C=C1 (p-cyanobenzoyl chloride). Product: C(#N)C1=CC=C(C(=O)NC=2SC(=C(N2)C2=CC=C(C=C2)OC)CC2=CC=C(C=C2)F)C=C1 (4-cyano-N-[5-(4-fluoro-benzyl)-4-(4-methoxy-phenyl)-thiazol-2-yl]-benzamide). Yield: 85.9%. RXN SMILES: [F:1][C:2]1[CH:22]=[CH:21][C:5]([CH2:6][C:7]2[S:11][C:10]([NH2:12])=[N:9][C:8]=2[C:13]2[CH:18]=[CH:17][C:16]([O:19][CH3:20])=[CH:15][CH:14]=2)=[CH:4][CH:3]=1.[C:23]([C:25]1[CH:33]=[CH:32][C:28]([C:29](Cl)=[O:30])=[CH:27][CH:26]=1)#[N:24]>>[C:23]([C:25]1[CH:33]=[CH:32][C:28]([C:29]([NH:12][C:10]2[S:11][C:7]([CH2:6][C:5]3[CH:21]=[CH:22][C:2]([F:1])=[CH:3][CH:4]=3)=[C:8]([C:13]3[CH:18]=[CH:17][C:16]([O:19][CH3:20])=[CH:15][CH:14]=3)[N:9]=2)=[O:30])=[CH:27][CH:26]=1)#[N:24]. Procedure details: A procedure similar to that in Example 4 was used. 5-(4-fluoro-benzyl)-4-(4-methoxy-phenyl)-thiazol-2-ylamine prepared in Example 13 and p-cyanobenzoyl chloride prepared in the step 1 of Example 12 were used as starting materials, allowed to react at room temperature overnight, followed by post-treatment to obtain a crude product, which was purified by a silica gel column chromatography, and recrystallized with petroleum ether and ethyl acetate to obtain a product as a white solid in a yield of ... Starting materials: CC(OC(C)(C)C)C1COC(Nc2ccc3ncnc(Nc4ccc(OCc5nccs5)c(Cl)c4)c3c2)=N1, ClCCl, O=C(O)C(F)(F)F. Yields the product CC(O)C1COC(Nc2ccc3ncnc(Nc4ccc(OCc5nccs5)c(Cl)c4)c3c2)=N1. As a reaction SMILES: [C:1]([CH3:2])([CH3:3])([CH3:4])[O:5][CH:6]([CH3:7])[CH:8]1[N:9]=[C:10]([NH:13][c:14]2[cH:15][c:16]3[c:17]([NH:24][c:25]4[cH:26][c:27]([Cl:38])[c:28]([O:31][CH2:32][c:33]5[s:34][cH:35][cH:36][n:37]5)[cH:29][cH:30]4)[n:18][cH:19][n:20][c:21]3[cH:22][cH:23]2)[O:11][CH2:12]1.[CH2:46]([Cl:47])[Cl:48].[F:39][C:40]([F:41])([F:42])[C:43]([OH:44])=[O:45]>>[OH:5][CH:6]([CH3:7])[CH:8]1[N:9]=[C:10]([NH:13][c:14]2[cH:15][c:16]3[c:17]([NH:24][c:25]4[cH:26][c:27]([Cl:38])[c:28]([O:31][CH2:32][c:33]5[s:34][cH:35][cH:36][n:37]5)[cH:29][cH:30]4)[n:18][cH:19][n:20][c:21]3[cH:22][cH:23]2)[O:11][CH2:12]1. Reactants: CCOCC, ClCCl, [N-]=[N+]=[N-], [Na+], O, Cc1ccc(S(=O)(=O)Cl)cc1, c1ccncc1, OCC(O)C(Oc1cccc2sccc12)c1ccccc1. Product: [N-]=[N+]=NCC(O)C(Oc1cccc2sccc12)c1ccccc1. Reaction SMILES: [CH3:47][CH2:48][O:49][CH2:50][CH3:51].[Cl:43][CH2:44][Cl:45].[N-:33]=[N+:34]=[N-:35].[Na+:36].[OH2:46].[S:22]([Cl:23])([c:24]1[cH:25][cH:26][c:27]([CH3:28])[cH:29][cH:30]1)(=[O:31])=[O:32].[cH:37]1[cH:38][cH:39][n:40][cH:41][cH:42]1.[s:1]1[c:2]2[c:3]([cH:4][cH:5]1)[c:6]([O:10][CH:11]([CH:12]([CH2:13][OH:14])[OH:15])[c:16]1[cH:17][cH:18][cH:19][cH:20][cH:21]1)[cH:7][cH:8][cH:9]2>>[s:1]1[c:2]2[c:3]([cH:4][cH:5]1)[c:6]([O:10][CH:11]([CH:12]([CH2:13][N:33]=[N+:34]=[N-:35])[OH:15])[c:16]1[cH:17][cH:18][cH:19][cH:20][cH:21]1)[cH:7][cH:8][cH:9]2. Reactants: 2-(biphenylyl-4-oxy)-2-phenyl-ethylamine, C(C)(=O)O (acetic acid), N(=O)[O-].[Na+] (NaNO2), OC1=CC=C(C=C1)C1=CC=CC=C1 (4-hydroxy-biphenyl), nitrile. The solvent is O (water). Run at temperature 80 celsius. Yields the product C1(=CC=C(C=C1)OC(CO)C1=CC=CC=C1)C1=CC=CC=C1 (2-(4-biphenylyloxy)-2-phenyl-ethanol). Reaction SMILES: [OH:1][C:2]1[CH:7]=[CH:6][C:5]([C:8]2[CH:13]=[CH:12][CH:11]=[CH:10][CH:9]=2)=[CH:4][CH:3]=1.[C:14]([OH:17])(=O)[CH3:15].N([O-])=O.[Na+]>O>[C:5]1([C:8]2[CH:13]=[CH:12][CH:11]=[CH:10][CH:9]=2)[CH:4]=[CH:3][C:2]([O:1][CH:15]([C:2]2[CH:7]=[CH:6][CH:5]=[CH:4][CH:3]=2)[CH2:14][OH:17])=[CH:7][CH:6]=1 |f:2.3|. Procedure: 2.89 g. of 2-(biphenylyl-4-oxy)-2-phenyl-ethylamine (obtainable by reacting 4-hydroxy-biphenyl with 2-bromophenylacetenitile and subsequently reducing the resulting nitrile) are dissolved in 50 ml. of 15% aqueous acetic acid and a solution of 1 g. of NaNO2 in 5 ml. of water is added while cooling with ice. The mixture is heated at 80° C. for 1 hour, worked up in the usual manner and purified by chromatography on silica gel to give 2-(4-biphenylyloxy)-2-phenyl-ethanol, m.p. 126°-127° C. Starting materials: Cl (hydrochloric acid), O (H2O), [OH-].[Li+] (lithium hydroxide), ClC1=C(C(=O)NC(NC2=C(C=C(C(=O)OC)C=C2)C=CC(=O)OC)=O)C=C(C(=C1)F)F (methyl 4-[3-(2-chloro-4,5-difluorobenzoyl)ureido]-3-(2-methoxycarbonylvinyl)benzoate). The solvent is C1CCOC1 (THF). Run at time 2 hour. Product: ClC1=C(C(=O)NC(NC2=C(C=C(C(=O)O)C=C2)C=CC(=O)OC)=O)C=C(C(=C1)F)F (4-[3-(2-chloro-4,5-difluorobenzoyl)ureido]-3-(2-methoxycarbonylvinyl)benzoic acid). The yield is 9.1%. Reaction SMILES: [Cl:1][C:2]1[CH:29]=[C:28]([F:30])[C:27]([F:31])=[CH:26][C:3]=1[C:4]([NH:6][C:7](=[O:25])[NH:8][C:9]1[CH:18]=[CH:17][C:12]([C:13]([O:15]C)=[O:14])=[CH:11][C:10]=1[CH:19]=[CH:20][C:21]([O:23][CH3:24])=[O:22])=[O:5].O.[OH-].[Li+].Cl>C1COCC1>[Cl:1][C:2]1[CH:29]=[C:28]([F:30])[C:27]([F:31])=[CH:26][C:3]=1[C:4]([NH:6][C:7](=[O:25])[NH:8][C:9]1[CH:18]=[CH:17][C:12]([C:13]([OH:15])=[O:14])=[CH:11][C:10]=1[CH:19]=[CH:20][C:21]([O:23][CH3:24])=[O:22])=[O:5] |f:2.3|. Procedure details: 0.22 g (0.5 mmol) of methyl 4-[3-(2-chloro-4,5-difluorobenzoyl)ureido]-3-(2-methoxycarbonylvinyl)benzoate (example 11 c) were dissolved in 10 ml of THF, after which 10 ml of H2O and 0.06 g (2.4 mmol) of lithium hydroxide were added. After 2 hours, the mixture was made acid with 2 N hydrochloric acid; this was then followed by extraction with ethyl acetate and concentration. Following preparative HPLC (column: Waters Xterra ™MS C18, 5 μm, 30×100 mm, mobile phase: A: H2O+0.2% trifluoroacetic acid,...